Dataset: the Open Reaction Database (ORD), a public repository of structured organic reaction records. Task: describe an organic reaction: reactants, conditions, products, and yield Reactants: C(C)OC(C(=O)C1=C(C=C(C=C1)Cl)C(C1=CC=CC=C1)=O)=O (o-benzoyl-p-chloro-phenylglyoxylic acid ethyl ester). Solvent: C(Cl)Cl (methylene chloride). Yields the product C(C)OC(=O)C=1OC(=C2C=C(C=CC12)Cl)C1=CC=CC=C1 (5-chloro-3-phenylisobenzofuran-1-carboxylic acid ethyl ester). Reaction SMILES: [CH2:1]([O:3][C:4](=[O:22])[C:5]([C:7]1[CH:12]=[CH:11][C:10]([Cl:13])=[CH:9][C:8]=1[C:14](=[O:21])[C:15]1[CH:20]=[CH:19][CH:18]=[CH:17][CH:16]=1)=O)[CH3:2]>C(Cl)Cl>[CH2:1]([O:3][C:4]([C:5]1[O:21][C:14]([C:15]2[CH:20]=[CH:19][CH:18]=[CH:17][CH:16]=2)=[C:8]2[C:7]=1[CH:12]=[CH:11][C:10]([Cl:13])=[CH:9]2)=[O:22])[CH3:2]. Procedure: o-benzoyl-p-chloro-phenylglyoxylic acid ethyl ester as a light-yellow thick oil after chromatography on silica gel with methylene chloride as the eluant.